The task is: describe an organic reaction: reactants, conditions, products, and yield. This data is from the Open Reaction Database (ORD), a public repository of structured organic reaction records. Procedure: 0.288 ml (3.87 mmol) of thionyl chloride and a drop of DMF are added successively to 0.450 g (1.29 mmol) of 2-chloro-5-(N-(3,5-difluorophenyl)sulfamoyl)nicotinic acid in 5 ml of anhydrous toluene. The mixture is placed under stirring, at reflux of toluene, for 2 hours. The acid chloride reaction mixture is then added drop by drop to an iced solution, under stirring, of 4.5 ml of 25% ammonium hydroxide. A release of gas is observed. The reaction medium is left under stirring at room temperature f... Starting materials: acid chloride, S(=O)(Cl)Cl (thionyl chloride), CN(C)C=O (DMF), ClC1=C(C(=O)O)C=C(C=N1)S(NC1=CC(=CC(=C1)F)F)(=O)=O (2-chloro-5-(N-(3,5-difluorophenyl)sulfamoyl)nicotinic acid), [OH-].[NH4+] (ammonium hydroxide). Solvent: C1(=CC=CC=C1)C (toluene), C1(=CC=CC=C1)C (toluene). Reaction SMILES: S(Cl)(Cl)=O.C[N:6]([CH:8]=[O:9])C.[Cl:10][C:11]1[N:19]=[CH:18][C:17]([S:20](=[O:31])(=[O:30])[NH:21][C:22]2[CH:27]=[C:26]([F:28])[CH:25]=[C:24]([F:29])[CH:23]=2)=[CH:16][C:12]=1C(O)=O.[OH-].[NH4+]>C1(C)C=CC=CC=1>[Cl:10][C:11]1[N:19]=[CH:18][C:17]([S:20](=[O:30])(=[O:31])[NH:21][C:22]2[CH:23]=[C:24]([F:29])[CH:25]=[C:26]([F:28])[CH:27]=2)=[CH:16][C:12]=1[C:8]([NH2:6])=[O:9] |f:3.4|. Isolated yield 72.0%. Yields the product ClC1=C(C(=O)N)C=C(C=N1)S(NC1=CC(=CC(=C1)F)F)(=O)=O (2-chloro-5-(N-(3,5-difluorophenyl)sulfamoyl)nicotinamide). Starting materials: CCOC(=O)C1CCCCN1c1nc2cc(F)ccc2o1, [Li+], [OH-]. Product: O=C(O)C1CCCCN1c1nc2cc(F)ccc2o1. As a reaction SMILES: [F:1][c:2]1[cH:3][cH:4][c:5]2[c:6]([n:7][c:8]([N:10]3[CH:11]([C:16](=[O:17])[O:18][CH2:19][CH3:20])[CH2:12][CH2:13][CH2:14][CH2:15]3)[o:9]2)[cH:21]1.[Li+:22].[OH-:23]>>[F:1][c:2]1[cH:3][cH:4][c:5]2[c:6]([n:7][c:8]([N:10]3[CH:11]([C:16](=[O:17])[OH:18])[CH2:12][CH2:13][CH2:14][CH2:15]3)[o:9]2)[cH:21]1. Reactants: FC=1C=C(C=CC1C)C=1C(=CC=CC1)C#N (3′-fluoro-4′-methylbiphenyl-2-carbonitrile), BrN1C(CCC1=O)=O (N-bromosuccinimide), C1(=CC=CC=C1)C(F)(F)F (benzotrifluoride), N(=NC(C#N)(C)C)C(C#N)(C)C (azobisisobutyronitrile). Conditions: temperature 78 celsius, time 16 hour. Yields the product BrCC1=C(C=C(C=C1)C=1C(=CC=CC1)C#N)F (4′-(bromomethyl)-3′-fluorobiphenyl-2-carbonitrile). As a reaction SMILES: [F:1][C:2]1[CH:3]=[C:4]([C:9]2[C:10]([C:15]#[N:16])=[CH:11][CH:12]=[CH:13][CH:14]=2)[CH:5]=[CH:6][C:7]=1[CH3:8].[Br:17]N1C(=O)CCC1=O.C1(C(F)(F)F)C=CC=CC=1.N(C(C)(C)C#N)=NC(C)(C)C#N>>[Br:17][CH2:8][C:7]1[CH:6]=[CH:5][C:4]([C:9]2[C:10]([C:15]#[N:16])=[CH:11][CH:12]=[CH:13][CH:14]=2)=[CH:3][C:2]=1[F:1]. Procedure details: To a mixture of 3′-fluoro-4′-methylbiphenyl-2-carbonitrile (110 g), N-bromosuccinimide (97.3 g) and benzotrifluoride (1.0 L) was added azobisisobutyronitrile (1.71 g), and the mixture was heated to an internal temperature of 78° C. and stirred for 16 hr. The reaction mixture was cooled to around 40° C., and the insoluble material was removed to give a solution of 4′-(bromomethyl)-3′-fluorobiphenyl-2-carbonitrile in benzotrifluoride. Reactants: [Cl-].[Na+] (sodium chloride), C(C=1C(O)=CC=CC1)(=O)OCC (ethyl salicylate), [H-].[Na+] (sodium hydride), BrCCCC(=O)OCC (ethyl 4-bromobutyrate). Solvent: CN(C=O)C (N,N-dimethylformamide). Reaction conditions: time 1 hour. Product: C(C)OC(=O)C1=C(C=CC=C1)OCCCC(=O)OCC (ethyl 4-(2-ethoxycarbonylphenyloxy)butyrate). Isolated yield 97.2%. As a reaction SMILES: [C:1]([O:10][CH2:11][CH3:12])(=[O:9])[C:2]1[C:3](=[CH:5][CH:6]=[CH:7][CH:8]=1)[OH:4].[H-].[Na+].Br[CH2:16][CH2:17][CH2:18][C:19]([O:21][CH2:22][CH3:23])=[O:20].[Cl-].[Na+]>CN(C)C=O>[CH2:11]([O:10][C:1]([C:2]1[CH:8]=[CH:7][CH:6]=[CH:5][C:3]=1[O:4][CH2:16][CH2:17][CH2:18][C:19]([O:21][CH2:22][CH3:23])=[O:20])=[O:9])[CH3:12] |f:1.2,4.5|. Procedure: A mixture of ethyl salicylate (10.0 g, 60.2 mmol), 60% sodium hydride (2.41 g, 60.2 mmol) and N,N-dimethylformamide (150 ml) w as stirred at room temperature for about 1 hour, followed by adding dropwise thereto ethyl 4-bromobutyrate (12.9 g, 66.2 mmol). The reaction mixture was stirred at room temperature for 4.5 hours and then at 65-70° C. for 2 hours. The reaction mixture was poured into a cooled 5% aqueous sodium chloride solution and extracted twice with ethyl acetate, and the extract solut... Reactants: C1(=CC=CC=C1)C(CN)C(C)C (2-phenyl-3-methylbutylamine), Cl.C1(=CC=CC=C1)C(CN(CC1=C(C(=CC=C1)C(F)(F)F)Cl)CCCOC=1CC(C=CC1)=CC(=O)O)CC(C)C (N-(2-Phenyl-4-methylpentyl)-N-(2-chloro-3-trifluoromethylbenzyl)-3-(3-carboxymethylenephenoxy)propylamine, hydrochloride). The product is Cl.C1(=CC=CC=C1)C(CN(CC1=C(C(=CC=C1)C(F)(F)F)Cl)CCCOC=1CC(C=CC1)=CC(=O)O)C(C)C (N-(2-Phenyl-3-methylbutyl)-N-(2-chloro-3-trifluoromethylbenzyl)-3-(3-carboxymethylenephenoxy)propylamine, hydrochloride). RXN SMILES: [C:1]1(C(C(C)C)CN)[CH:6]=CC=C[CH:2]=1.Cl.[C:14]1([CH:20](CC(C)C)[CH2:21][N:22]([CH2:35][CH2:36][CH2:37][O:38][C:39]2[CH2:40][C:41](=[CH:45][C:46]([OH:48])=[O:47])[CH:42]=[CH:43][CH:44]=2)[CH2:23][C:24]2[CH:29]=[CH:28][CH:27]=[C:26]([C:30]([F:33])([F:32])[F:31])[C:25]=2[Cl:34])[CH:19]=[CH:18][CH:17]=[CH:16][CH:15]=1>>[ClH:34].[C:14]1([CH:20]([CH:1]([CH3:6])[CH3:2])[CH2:21][N:22]([CH2:35][CH2:36][CH2:37][O:38][C:39]2[CH2:40][C:41](=[CH:45][C:46]([OH:48])=[O:47])[CH:42]=[CH:43][CH:44]=2)[CH2:23][C:24]2[CH:29]=[CH:28][CH:27]=[C:26]([C:30]([F:32])([F:33])[F:31])[C:25]=2[Cl:34])[CH:15]=[CH:16][CH:17]=[CH:18][CH:19]=1 |f:1.2,3.4|. Procedure details: The titled compound was prepared from 2-phenyl-3-methylbutylamine (Acta. Pharmaceutica Nordica (1992), 4(2), 105-9) in the same manner as the preparation of N-(2-Phenyl-4-methylpentyl)-N-(2-chloro-3-trifluoromethylbenzyl)-3-(3-carboxymethylenephenoxy)propylamine, hydrochloride, Example 189e-h. MS (ESI) 548 (MH+). Starting materials: [F-].[NH4+] (ammonium fluoride), NC1=C2C=CC(NC2=CC(=C1)F)=O (5-Amino-7-fluoro-1H-quinolin-2-one), ClC1=C(C(=C(C=C1)C(C(C(F)(F)F)(COC)O)=O)OC)F (1-(4-chloro-3-fluoro-2-methoxyphenyl)-3,3,3-trifluoro-2-hydroxy-2-methoxymethypropan-1-one), C(C)(=O)O (acetic acid). The reagents and catalysts are CCCCO.CCCCO.CCCCO.CCCCO.[Ti] (tetra butyl orthotitanate). Solvent: C(C)(=O)OCC (Ethyl acetate), C1(=CC=CC=C1)C (toluene), O1CCOCC1 (1,4-dioxane). Conditions: time 30 minute. Product: ClC1=C(C(=C(C=C1)C(C(C(F)(F)F)(COC)O)=NC1=C2C=CC(NC2=CC(=C1)F)=O)OC)F (5-{[1-(4-chloro-3-fluoro-2-methoxyphenyl)-3,3,3-trifluoro-2-hydroxy-2-methoxymethylpropylidene]amino}-7-fluoro-1H-quinolin-2-one). As a reaction SMILES: [NH2:1][C:2]1[CH:11]=[C:10]([F:12])[CH:9]=[C:8]2[C:3]=1[CH:4]=[CH:5][C:6](=[O:13])[NH:7]2.[Cl:14][C:15]1[CH:20]=[CH:19][C:18]([C:21](=O)[C:22]([OH:30])([CH2:27][O:28][CH3:29])[C:23]([F:26])([F:25])[F:24])=[C:17]([O:32][CH3:33])[C:16]=1[F:34].C(O)(=O)C.[F-].[NH4+]>C1(C)C=CC=CC=1.O1CCOCC1.CCCCO.CCCCO.CCCCO.CCCCO.[Ti].C(OCC)(=O)C>[Cl:14][C:15]1[CH:20]=[CH:19][C:18]([C:21](=[N:1][C:2]2[CH:11]=[C:10]([F:12])[CH:9]=[C:8]3[C:3]=2[CH:4]=[CH:5][C:6](=[O:13])[NH:7]3)[C:22]([OH:30])([CH2:27][O:28][CH3:29])[C:23]([F:26])([F:25])[F:24])=[C:17]([O:32][CH3:33])[C:16]=1[F:34] |f:3.4,7.8.9.10.11|. Procedure: 285 mg (0.95 mmol) (4-Chloro-3-fluoro-2-methoxyphenyl)[2-(trifluoromethyl)oxiranyl]methanone are stirred with 622 mg (1.9 mmol) caesium carbonate in 6.7 ml methanol. The reaction is quenched by addition of water after one day. The aqueous layer is extracted with ethyl acetate, the combined organic phases are washed with brine, dried over sodium sulphate and then evaporated to yield 262 mg 1-(4-chloro-3-fluoro-2-methoxyphenyl)-3,3,3-trifluoro-2-hydroxy-2-methoxymethypropan-1-one. To 27 mg (0.15 m... The reactants are CC1N(C2=CC=C(C=C2C1)C(C(F)(F)F)(C(F)(F)F)O[Si](CC)(CC)CC)CCC1=CC=CC=C1 (2-methyl-1-phenethyl-5-(2,2,2-trifluoro-1-triethylsilanyloxy-1-trifluoromethyl-ethyl)-2,3-dihydro-1H-indole). The reagents and catalysts are O=[Mn]=O (MnO2). Solvent: C1(=CC=CC=C1)C (toluene). Conditions: temperature 80 celsius, time 48 hour. Yields the product FC(C(C(F)(F)F)(O)C=1C=C2C=C(N(C2=CC1)CCC1=CC=CC=C1)C)(F)F (1,1,1,3,3,3-hexafluoro-2-(2-methyl-1-phenethyl-1H-indol-5-yl)-propan-2-ol). The yield is 45.4%. RXN SMILES: [CH3:1][CH:2]1[CH2:10][C:9]2[C:4](=[CH:5][CH:6]=[C:7]([C:11]([O:20][Si](CC)(CC)CC)([C:16]([F:19])([F:18])[F:17])[C:12]([F:15])([F:14])[F:13])[CH:8]=2)[N:3]1[CH2:28][CH2:29][C:30]1[CH:35]=[CH:34][CH:33]=[CH:32][CH:31]=1>C1(C)C=CC=CC=1.O=[Mn]=O>[F:15][C:12]([F:13])([F:14])[C:11]([C:7]1[CH:8]=[C:9]2[C:4](=[CH:5][CH:6]=1)[N:3]([CH2:28][CH2:29][C:30]1[CH:35]=[CH:34][CH:33]=[CH:32][CH:31]=1)[C:2]([CH3:1])=[CH:10]2)([OH:20])[C:16]([F:19])([F:18])[F:17]. Reported procedure: 89 mg (ca. 0.17 mmol) of the crude 2-methyl-1-phenethyl-5-(2,2,2-trifluoro-1-triethylsilanyloxy-1-trifluoromethyl-ethyl)-2,3-dihydro-1H-indole obtained (example 55) were dissolved in 1 mL of toluene and treated with 92 mg (1.1 mmol) of MnO2 powder. The mixture was stirred at 80° C. for 48 hrs, filtrated and the solvent evaporated. The residue was dissolved in 1 mL of THF and treated with 0.08 mL of a 1M TBAF solution in THF. Stirring for 30 min, evaporation of the solvent and column chromagraphy...